This data is from the Open Reaction Database (ORD), a public repository of structured organic reaction records. The task is: describe an organic reaction: reactants, conditions, products, and yield Starting materials: C1CNCCN1, CCC(C)=O, Clc1ccc(Cl)nn1. Product: Clc1ccc(N2CCNCC2)nn1. Reaction SMILES: [CH2:1]1[CH2:2][NH:3][CH2:4][CH2:5][NH:6]1.[CH3:15][C:16](=[O:17])[CH2:18][CH3:19].[Cl:7][c:8]1[n:9][n:10][c:11]([Cl:14])[cH:12][cH:13]1>>[CH2:1]1[CH2:2][N:3]([c:11]2[n:10][n:9][c:8]([Cl:7])[cH:13][cH:12]2)[CH2:4][CH2:5][NH:6]1.